From a dataset of the Open Reaction Database (ORD), a public repository of structured organic reaction records. describe an organic reaction: reactants, conditions, products, and yield Reactants: O=C(c1ncc[nH]1)c1ncc[nH]1, C#CC(C)(C)O, O=C(O)c1cnc(Cl)c(Cl)c1, C1CCOC1, O. The product is C#CC(C)(C)OC(=O)c1cnc(Cl)c(Cl)c1. Reaction SMILES: [C:12]([c:13]1[nH:14][cH:15][cH:16][n:17]1)([c:18]1[nH:19][cH:20][cH:21][n:22]1)=[O:23].[CH3:24][C:25]([CH3:26])([C:27]#[CH:28])[OH:29].[Cl:1][c:2]1[c:3]([Cl:11])[n:4][cH:5][c:6]([C:7](=[O:8])[OH:9])[cH:10]1.[O:31]1[CH2:32][CH2:33][CH2:34][CH2:35]1.[OH2:30]>>[Cl:1][c:2]1[c:3]([Cl:11])[n:4][cH:5][c:6]([C:7](=[O:8])[O:9][C:25]([CH3:24])([CH3:26])[C:27]#[CH:28])[cH:10]1. Starting materials: C1(=CC=CC=C1)O (phenol), S(O)(O)(=O)=O (sulfuric acid), aromatic hydrocarbon, A-2,708,388. Yields the product OC1=CC=C(C=C1)S(=O)(=O)C1=CC=C(C=C1)O (bis(4-hydroxyphenyl)sulfone). As a reaction SMILES: [C:1]1([OH:7])[CH:6]=[CH:5][CH:4]=[CH:3][CH:2]=1.[S:8](=[O:12])(=O)(O)[OH:9]>>[OH:7][C:1]1[CH:6]=[CH:5][C:4]([S:8]([C:4]2[CH:5]=[CH:6][C:1]([OH:7])=[CH:2][CH:3]=2)(=[O:12])=[O:9])=[CH:3][CH:2]=1. Procedure: According to DE-A-2,708,388, the reaction of phenol with sulfuric acid in the presence of a solvent, e.g. of an aromatic hydrocarbon, gives bis(4-hydroxyphenyl)sulfone and the isomeric 2,4,-dihydroxydiphenylsulfone in a ratio of about 3:1. In addition, as our own experiments have shown, a small amount of 6-hydroxy[1,3-bis(4-hydroxyphenylsulfonyl)]benzene is formed. The yield and purity of the target product are improved by continuously removing the solvent from the reaction by distillation or by... Starting materials: CCOS(=O)(=O)c1ccc(C)cc1, O=S1(=O)CCCC1, CC1=Nc2ccc(S(=O)(=O)[O-])cc2C1(C)CCCCS(=O)(=O)[O-], CO, CCOC(C)=O, [Na+], [Na+]. Yields the product CC[N+]1=C(C)C(C)(CCCCS(=O)(=O)O)c2cc(S(=O)(=O)[O-])ccc21. RXN SMILES: [CH2:26]([CH3:27])[O:28][S:29]([c:30]1[cH:31][cH:32][c:33]([CH3:34])[cH:35][cH:36]1)(=[O:37])=[O:38].[CH2:39]1[S:40](=[O:41])(=[O:42])[CH2:43][CH2:44][CH2:45]1.[CH3:1][C:2]1=[N:3][c:4]2[cH:5][cH:6][c:7]([S:20](=[O:21])(=[O:22])[O-:23])[cH:8][c:9]2[C:10]1([CH2:11][CH2:12][CH2:13][CH2:14][S:15](=[O:16])(=[O:17])[O-:18])[CH3:19].[CH3:46][OH:47].[CH3:48][CH2:49][O:50][C:51]([CH3:52])=[O:53].[Na+:24].[Na+:25]>>[CH3:1][C:2]1=[N+:3]([CH2:26][CH3:27])[c:4]2[cH:5][cH:6][c:7]([S:20](=[O:21])(=[O:22])[O-:23])[cH:8][c:9]2[C:10]1([CH2:11][CH2:12][CH2:13][CH2:14][S:15](=[O:16])(=[O:17])[OH:18])[CH3:19]. The reactants are COC1OC(CC1CN)OC (2,5-dimethoxy-3-aminomethyltetrahydrofuran), C(C)(=O)Cl (acetyl chloride). Product: C(C)(=O)NCC1C(OC(C1)OC)OC (3-Acetylaminomethyl-2,5-dimethoxytetrahydrofuran). RXN SMILES: [CH3:1][O:2][CH:3]1[CH:7]([CH2:8][NH2:9])[CH2:6][CH:5]([O:10][CH3:11])[O:4]1.[C:12](Cl)(=[O:14])[CH3:13]>>[C:12]([NH:9][CH2:8][CH:7]1[CH2:6][CH:5]([O:10][CH3:11])[O:4][CH:3]1[O:2][CH3:1])(=[O:14])[CH3:13]. Reported procedure: 4.0 g of 2,5-dimethoxy-3-aminomethyltetrahydrofuran and 1.75 ml of acetyl chloride were reacted as in Example 89a. 3.7 g of impure product were obtained and were immediately reacted further. RXN SMILES: [C:19]([CH3:20])([CH3:21])([CH3:22])[c:23]1[o:24][c:25]([CH3:30])[c:26]([CH2:28][Cl:29])[n:27]1.[C:31](=[O:32])([O-:33])[O-:34].[CH3:1][O:2][C:3]([CH:4]([CH2:5][c:6]1[c:7]([O:13][CH3:14])[cH:8][c:9]([OH:12])[cH:10][cH:11]1)[O:15][CH2:16][CH3:17])=[O:18].[Cs+:35].[Cs+:36].[I-:38].[K+:37]>>[CH3:1][O:2][C:3]([CH:4]([CH2:5][c:6]1[c:7]([O:13][CH3:14])[cH:8][c:9]([O:12][CH2:28][c:26]2[c:25]([CH3:30])[o:24][c:23]([C:19]([CH3:20])([CH3:21])[CH3:22])[n:27]2)[cH:10][cH:11]1)[O:15][CH2:16][CH3:17])=[O:18]. Yields the product CCOC(Cc1ccc(OCc2nc(C(C)(C)C)oc2C)cc1OC)C(=O)OC. Starting materials: Cc1oc(C(C)(C)C)nc1CCl, O=C([O-])[O-], CCOC(Cc1ccc(O)cc1OC)C(=O)OC, [Cs+], [Cs+], [I-], [K+]. The reactants are ClCC(=O)Cl (chloroacetyl chloride), product, Cl.Cl.CC1=C(C=CC(=C1)N)NC1=NCCC1 (2-[(2-Methyl-4-aminophenyl)amino]-1-pyrroline, dihydrochloride). Yields the product Cl.CC1=C(C=CC(=C1)NC(CCl)=O)NC1=NCCC1 (2-[(2-Methyl-4-(chloroacetamido)phenyl)amino]-1-pyrroline, hydrochloride). As a reaction SMILES: [Cl:1][CH2:2][C:3](Cl)=[O:4].Cl.Cl.[CH3:8][C:9]1[CH:14]=[C:13]([NH2:15])[CH:12]=[CH:11][C:10]=1[NH:16][C:17]1[CH2:21][CH2:20][CH2:19][N:18]=1>>[ClH:1].[CH3:8][C:9]1[CH:14]=[C:13]([NH:15][C:3](=[O:4])[CH2:2][Cl:1])[CH:12]=[CH:11][C:10]=1[NH:16][C:17]1[CH2:21][CH2:20][CH2:19][N:18]=1 |f:1.2.3,4.5|. Procedure details: The title compound was prepared by the method of Example 16 using 30.5 mmole of chloroacetyl chloride and 1.0 g (3.8 mmole) of the product compound of Example 9. Structure assignment was supported by the nmr spectrum and by elemental analysis.